From a dataset of the Open Reaction Database (ORD), a public repository of structured organic reaction records. describe an organic reaction: reactants, conditions, products, and yield The reactants are CC(O)CS(=O)(=O)c1ccc(C(=O)O)c(Cl)c1, Nc1ccc(Cl)c(-c2ccccn2)c1. The product is CC(O)CS(=O)(=O)c1ccc(C(=O)Nc2ccc(Cl)c(-c3ccccn3)c2)c(Cl)c1. As a reaction SMILES: [Cl:15][c:16]1[c:17]([C:18](=[O:19])[OH:20])[cH:21][cH:22][c:23]([S:25](=[O:26])(=[O:27])[CH2:28][CH:29]([CH3:30])[OH:31])[cH:24]1.[Cl:1][c:2]1[c:3](-[c:9]2[n:10][cH:11][cH:12][cH:13][cH:14]2)[cH:4][c:5]([NH2:6])[cH:7][cH:8]1>>[Cl:1][c:2]1[c:3](-[c:9]2[n:10][cH:11][cH:12][cH:13][cH:14]2)[cH:4][c:5]([NH:6][C:18]([c:17]2[c:16]([Cl:15])[cH:24][c:23]([S:25](=[O:26])(=[O:27])[CH2:28][CH:29]([CH3:30])[OH:31])[cH:22][cH:21]2)=[O:19])[cH:7][cH:8]1.